Dataset: the Open Reaction Database (ORD), a public repository of structured organic reaction records. Task: describe an organic reaction: reactants, conditions, products, and yield Starting materials: COC(=O)C1CC(Oc2ccc3ccccc3c2)CN1C(=O)OC(C)(C)C, C1CCOC1, [Na+], [OH-]. Yields the product CC(C)(C)OC(=O)N1CC(Oc2ccc3ccccc3c2)CC1C(=O)O. Reaction SMILES: [C:1]([CH3:2])([CH3:3])([CH3:4])[O:5][C:6](=[O:7])[N:8]1[CH:9]([C:24](=[O:25])[O:26][CH3:27])[CH2:10][CH:11]([O:13][c:14]2[cH:15][c:16]3[cH:17][cH:18][cH:19][cH:20][c:21]3[cH:22][cH:23]2)[CH2:12]1.[CH2:30]1[O:31][CH2:32][CH2:33][CH2:34]1.[Na+:29].[OH-:28]>>[C:1]([CH3:2])([CH3:3])([CH3:4])[O:5][C:6](=[O:7])[N:8]1[CH:9]([C:24](=[O:25])[OH:26])[CH2:10][CH:11]([O:13][c:14]2[cH:15][c:16]3[cH:17][cH:18][cH:19][cH:20][c:21]3[cH:22][cH:23]2)[CH2:12]1. Reactants: FC1=CC=C(C=C1)C1=NOC(=C1C=1N=CN(C1)C1=CC=C(C=C1)C(C)=O)COC (1-(4-{4-[3-(4-fluoro-phenyl)-5-methoxymethyl-isoxazol-4-yl]-imidazol-1-yl}-phenyl)-ethanone), B(Br)(Br)Br (boron tribromide). Run in ClCCl (dichloromethane). Reaction conditions: temperature -78 celsius, time 15 minute. Product: FC1=CC=C(C=C1)C1=NOC(=C1C=1N=CN(C1)C1=CC=C(C=C1)C(C)=O)CO (1-(4-{4-[3-(4-Fluoro-phenyl)-5-hydroxymethyl-isoxazol-4-yl]-imidazol-1-yl}-phenyl)-ethanone). The yield is 15.2%. As a reaction SMILES: [F:1][C:2]1[CH:7]=[CH:6][C:5]([C:8]2[C:12]([C:13]3[N:14]=[CH:15][N:16]([C:18]4[CH:23]=[CH:22][C:21]([C:24](=[O:26])[CH3:25])=[CH:20][CH:19]=4)[CH:17]=3)=[C:11]([CH2:27][O:28]C)[O:10][N:9]=2)=[CH:4][CH:3]=1.B(Br)(Br)Br>ClCCl>[F:1][C:2]1[CH:7]=[CH:6][C:5]([C:8]2[C:12]([C:13]3[N:14]=[CH:15][N:16]([C:18]4[CH:23]=[CH:22][C:21]([C:24](=[O:26])[CH3:25])=[CH:20][CH:19]=4)[CH:17]=3)=[C:11]([CH2:27][OH:28])[O:10][N:9]=2)=[CH:4][CH:3]=1. Reported procedure: To a stirred solution of 1-(4-{4-[3-(4-fluoro-phenyl)-5-methoxymethyl-isoxazol-4-yl]-imidazol-1-yl}-phenyl)-ethanone (239 mg, 0.61 mmol) in dry dichloromethane (4 mL) was added slowly boron tribromide (0.17 mL, 0.3 mmol) at dry ice-acetone bath cooling temperature. After complete addition, the resulting mixture was stirred at −78° C. for 15 min, and −15° C. for 35 min, and then allowed to warm up to room temperature for 20 min. The reaction was quenched with saturated sodium bicarbonate (30 mL).... The reactants are [H-].[Na+] (sodium hydride), maleate salt, maleate salt, ClC1=CC=C(C=C1)C(C#N)C1=CC=CC=C1 (2-(4-chlorophenyl)-2-phenylacetonitrile), Cl.ClCC=1N=CNC1 (4-chloromethylimidazole hydrochloride). Run in CN(C=O)C (dimethylformamide). Conditions: temperature 60 celsius, time 1 hour. Product: N1C=NC(=C1)CC(C#N)(C1=CC=CC=C1)C1=CC=C(C=C1)Cl (3-(imidazol-4-yl)-2-(4-chlorophenyl)-2-phenylpropanenitrile). RXN SMILES: [H-].[Na+].[Cl:3][C:4]1[CH:9]=[CH:8][C:7]([CH:10]([C:13]2[CH:18]=[CH:17][CH:16]=[CH:15][CH:14]=2)[C:11]#[N:12])=[CH:6][CH:5]=1.Cl.Cl[CH2:21][C:22]1[N:23]=[CH:24][NH:25][CH:26]=1>CN(C)C=O>[NH:25]1[CH:26]=[C:22]([CH2:21][C:10]([C:7]2[CH:6]=[CH:5][C:4]([Cl:3])=[CH:9][CH:8]=2)([C:13]2[CH:14]=[CH:15][CH:16]=[CH:17][CH:18]=2)[C:11]#[N:12])[N:23]=[CH:24]1 |f:0.1,3.4|. Procedure: As described in Example 1, 2.04 g. of 50% sodium hydride, 10.12 g. of 2-(4-chlorophenyl)-2-phenylacetonitrile, and 3.06 g. of 4-chloromethylimidazole hydrochloride were reacted in 50 ml. of dimethylformamide. The reaction mixture was stirred for one hour at 60° C. and then for 20 hours at ambient temperature. Evaporation of the solvent and work up as described in Example 1 produced 5.3 g. of the product named above, which was converted to the maleate salt and crystallized from acetone/diethyl et... Starting materials: CCOC(=O)c1cc2c(C(=O)Nc3ccc(C(=O)N(C)c4ccc(C)cc4OCCCCCC(=O)N4CCN(C)CC4)cc3OC)cccc2n1C(=O)OC(C)(C)C, O=C(O)C(F)(F)F. The product is CCOC(=O)c1cc2c(C(=O)Nc3ccc(C(=O)N(C)c4ccc(C)cc4OCCCCCC(=O)N4CCN(C)CC4)cc3OC)cccc2[nH]1. Reaction SMILES: [C:1]([O:2][C:3](=[O:4])[n:8]1[c:9]([C:54](=[O:55])[O:56][CH2:57][CH3:58])[cH:10][c:11]2[c:12]([C:17](=[O:18])[NH:19][c:20]3[c:21]([O:52][CH3:53])[cH:22][c:23]([C:24](=[O:25])[N:26]([c:27]4[c:28]([O:34][CH2:35][CH2:36][CH2:37][CH2:38][CH2:39][C:40](=[O:41])[N:42]5[CH2:43][CH2:44][N:45]([CH3:48])[CH2:46][CH2:47]5)[cH:29][c:30]([CH3:33])[cH:31][cH:32]4)[CH3:49])[cH:50][cH:51]3)[cH:13][cH:14][cH:15][c:16]12)([CH3:5])([CH3:6])[CH3:7].[OH:59][C:60]([C:61]([F:62])([F:63])[F:64])=[O:65]>>[nH:8]1[c:9]([C:54](=[O:55])[O:56][CH2:57][CH3:58])[cH:10][c:11]2[c:12]([C:17](=[O:18])[NH:19][c:20]3[c:21]([O:52][CH3:53])[cH:22][c:23]([C:24](=[O:25])[N:26]([c:27]4[c:28]([O:34][CH2:35][CH2:36][CH2:37][CH2:38][CH2:39][C:40](=[O:41])[N:42]5[CH2:43][CH2:44][N:45]([CH3:48])[CH2:46][CH2:47]5)[cH:29][c:30]([CH3:33])[cH:31][cH:32]4)[CH3:49])[cH:50][cH:51]3)[cH:13][cH:14][cH:15][c:16]12. Reactants: BrC1=C(C=CC=C1)O (Bromophenol), C1(=CC=CC=C1)C (toluene), O1CCCC1 (tetrahydrofuran), [OH-].[Na+] (sodium hydroxide). The reagents and catalysts are S(=O)(=O)(O)[O-].C(CCC)[N+](CCCC)(CCCC)CCCC (tetrabutylammonium hydrogensulfate), BrCCC (bromopropane). Solvent: CS(=O)C (dimethyl sulfoxide), O (water), O (water), O (water). Reaction conditions: time 1 hour. Product: BrCCCOC1=CC=CC=C1 (p-bromopropoxybenzene). Yield: 95.5%. RXN SMILES: [Br:1]C1C=CC=CC=1O.[OH-].[Na+].[C:11]1(C)[CH:16]=[CH:15][CH:14]=[CH:13][CH:12]=1.[O:18]1C[CH2:21][CH2:20][CH2:19]1>S([O-])(O)(=O)=O.C([N+](CCCC)(CCCC)CCCC)CCC.CS(C)=O.O.BrCCC>[Br:1][CH2:21][CH2:20][CH2:19][O:18][C:11]1[CH:12]=[CH:13][CH:14]=[CH:15][CH:16]=1 |f:1.2,5.6|. Procedure: Bromophenol (996 g, 5.76 mmol), bromopropane (790 ml, 8.70 mmol) and tetrabutylammonium hydrogensulfate (19.6 g, 48.9 mmol) were dissolved slowly in 5 L of dimethyl sulfoxide. A solution resulting from dissolving sodium hydroxide (2300 g, 57.6 mmol) in 2300 g of water was dropped slowly. Since heat was generated during the above operation, the solution was added so that the internal temperature was kept at 40-45° C. After stirring at room temperature for 1 hour, the mixture was cooled to 25° C. ... Reactants: O1C(=CC(C2=CC=CC=C12)=O)C(=O)O (chromone-2-carboxylic acid), S(=O)(Cl)Cl (thionyl chloride), CC1=NC=C(N1CCO)[N+](=O)[O-] (metronidazole). Run at time 8 hour. Product: CC=1NC(=CN1)[N+](=O)[O-].O=C1C=C(OC2=C1C=CC=C2)C(=O)OCC (2-methyl-5-nitro-1H-imidazole 1-ethyl 4-oxo-4H-1-benzopyran-2-carboxylate). Isolated yield 31.1%. Reaction SMILES: [O:1]1[C:10]2[C:5](=[CH:6][CH:7]=[CH:8][CH:9]=2)[C:4](=[O:11])[CH:3]=[C:2]1[C:12](O)=[O:13].S(Cl)(Cl)=O.[CH3:19][C:20]1[N:24]([CH2:25][CH2:26][OH:27])[C:23]([N+:28]([O-:30])=[O:29])=[CH:22][N:21]=1>>[CH3:19][C:20]1[NH:24][C:23]([N+:28]([O-:30])=[O:29])=[CH:22][N:21]=1.[O:11]=[C:4]1[C:5]2[CH:6]=[CH:7][CH:8]=[CH:9][C:10]=2[O:1][C:2]([C:12]([O:27][CH2:26][CH3:25])=[O:13])=[CH:3]1 |f:3.4|. Procedure: The reaction mixture of chromone-2-carboxylic acid (190 mg, 1.0 mmol) and thionyl chloride (2 ml) was refluxed for 2 h. The excessive thionyl chloride was evaporated under vacuum. The residue was dissolved in 5 ml of dichloromethane. To this solution, metronidazole (162 mg, 0.95 mmol) was added. After the mixture was stirred at room temperature overnight some solid came out. The solid was filtered and was recrystallized from C2H5OH-CH3OH to give 102 mg 2-methyl-5-nitro-1H-imidazole-1-ethyl 4-oxo... Reactants: C1NCCC=2C3=CC=CC=C3NC12 (2,3,4,9-Tetrahydro-1H-β-carboline), CN(C1(CCC(CC1)=O)C1=CC=CC=C1)C (4-dimethylamino-4-phenylcyclohexanone), Cl (hydrochloric acid), C1(=C(C(=C(C(=C1F)F)F)N)F)N.Cl.Cl (dihydrochloride), [BH-](OC(=O)C)(OC(=O)C)OC(=O)C.[Na+] (NaBH(OAc)3), C(C)(=O)O (acetic acid). Solvent: C1CCOC1 (THF), ClCCCl (1,2-dichloroethane), C(C)O (ethanol), CC(CC)=O (2-butanone). Reaction conditions: time 15 minute. Yields the product Cl.Cl.CN(C1(CCC(CC1)N1CC=2NC3=CC=CC=C3C2CC1)C1=CC=CC=C1)C (Dimethyl-[1-phenyl-4-(1,3,4,9-tetrahydro-b-carbolin-2-yl)-cyclohexyl]-amine dihydrochloride). As a reaction SMILES: [CH2:1]1[C:13]2[NH:12][C:11]3[C:6](=[CH:7][CH:8]=[CH:9][CH:10]=3)[C:5]=2[CH2:4][CH2:3][NH:2]1.[CH3:14][N:15]([CH3:29])[C:16]1([C:23]2[CH:28]=[CH:27][CH:26]=[CH:25][CH:24]=2)[CH2:21][CH2:20][C:19](=O)[CH2:18][CH2:17]1.C(O)(=O)C.[BH-](OC(C)=O)(OC(C)=O)OC(C)=O.[Na+].[ClH:48].C1(N)C(F)=C(F)C(F)=C(N)C=1F.Cl.Cl>C1COCC1.ClCCCl.CC(=O)CC.C(O)C>[ClH:48].[ClH:48].[CH3:14][N:15]([CH3:29])[C:16]1([C:23]2[CH:24]=[CH:25][CH:26]=[CH:27][CH:28]=2)[CH2:17][CH2:18][CH:19]([N:2]2[CH2:3][CH2:4][C:5]3[C:6]4[C:11](=[CH:10][CH:9]=[CH:8][CH:7]=4)[NH:12][C:13]=3[CH2:1]2)[CH2:20][CH2:21]1 |f:3.4,6.7.8,13.14.15|. Reported procedure: 2,3,4,9-Tetrahydro-1H-β-carboline (345 mg) and 4-dimethylamino-4-phenylcyclohexanone (435 mg) were dissolved in a mixture of THF (10 ml) and 1,2-dichloroethane (15 ml) under argon, and acetic acid (120 mg, 2 mmol.) was added thereto. After 15 minutes, NaBH(OAc)3 (600 mg) was added, stirring was carried out for 68 hours, the reaction mixture was concentrated and the residue was taken up in 1N hydrochloric acid (20 ml) and washed with ether (2×20 ml). The aqueous solution was rendered alkaline wit...